Dataset: the Open Reaction Database (ORD), a public repository of structured organic reaction records. Task: describe an organic reaction: reactants, conditions, products, and yield Starting materials: C(C1=CC=CC=C1)=O (Benzaldehyde), C(C)(=O)C1=CC=CC=C1 (acetophenone), C(C)(=O)O (acetic acid), B.C(C)C=1C=CC(=NC1)C (5-Ethyl-2-methylpyridine borane). Product: C(C1=CC=CC=C1)O (benzyl alcohol), C(CC1=CC=CC=C1)O (phenethylalcohol). RXN SMILES: [CH:1](=[O:8])[C:2]1[CH:7]=[CH:6][CH:5]=[CH:4][CH:3]=1.[C:9]([C:12]1[CH:17]=[CH:16][CH:15]=[CH:14][CH:13]=1)(=O)[CH3:10].C(O)(=[O:20])C.B.C(C1C=CC(C)=NC=1)C>>[CH2:1]([OH:8])[C:2]1[CH:7]=[CH:6][CH:5]=[CH:4][CH:3]=1.[CH2:10]([OH:20])[CH2:9][C:12]1[CH:17]=[CH:16][CH:15]=[CH:14][CH:13]=1 |f:3.4|. Procedure: Benzaldehyde (1.6 g, 15 mmol), acetophenone (1.8 g, 15% mmol) and acetic acid (0.3 g, 5 mmol) were combined in a flask under nitrogen. 5-Ethyl-2-methylpyridine borane (0.7 g, 5 mmol) was added via syringe over 5 minutes at room temperature. At the end of the addition the temperature of the reaction mixture reached 70° C. An ice water bath was applied immediately to bring the temperature down. The 1H NMR spectrum indicated that the reaction was complete, giving a 91:9 ratio of benzyl alcohol to p... The reactants are C(C1=CC=2OCOC2C=C1)Cl (piperonyl chloride), C1OC=2C=C(CN3C(=C(C4=CC=CC=C34)C3=CC=C(C=C3)OC)C(=O)OCC)C=CC2O1 (Ethyl 1-(3,4-methylenedioxybenzyl)-3-(4-methoxyphenyl)indole-2-carboxylate), COC1=CC=C(C=C1)C1=C(NC2=CC=CC=C12)C(=O)OCC (ethyl 3-(4-methoxyphenyl)indole-2-carboxylate), [H-].[Na+] (NaH). Run in CN(C)P(=O)(N(C)C)N(C)C (HMPA), CN(C)P(=O)(N(C)C)N(C)C (HMPA). Reaction conditions: time 7 hour. Yields the product C1OC=2C=C(CN3C(=C(C4=CC=CC=C34)C3=CC=C(C=C3)OC)C(=O)O)C=CC2O1 (1-(3,4-Methylenedioxybenzyl)-3-(4-methoxyphenyl)indole-2-carboxylic acid). Yield: 66.0%. RXN SMILES: [CH2:1]1[O:32][C:31]2[CH:30]=[CH:29][C:5]([CH2:6][N:7]3[C:15]4[C:10](=[CH:11][CH:12]=[CH:13][CH:14]=4)[C:9]([C:16]4[CH:21]=[CH:20][C:19]([O:22][CH3:23])=[CH:18][CH:17]=4)=[C:8]3[C:24]([O:26]CC)=[O:25])=[CH:4][C:3]=2[O:2]1.COC1C=CC(C2C3C(=CC=CC=3)NC=2C(OCC)=O)=CC=1.[H-].[Na+].C(Cl)C1C=CC2OCOC=2C=1>CN(P(N(C)C)(N(C)C)=O)C>[CH2:1]1[O:32][C:31]2[CH:30]=[CH:29][C:5]([CH2:6][N:7]3[C:15]4[C:10](=[CH:11][CH:12]=[CH:13][CH:14]=4)[C:9]([C:16]4[CH:17]=[CH:18][C:19]([O:22][CH3:23])=[CH:20][CH:21]=4)=[C:8]3[C:24]([OH:26])=[O:25])=[CH:4][C:3]=2[O:2]1 |f:2.3|. Procedure: Ethyl 1-(3,4-methylenedioxybenzyl)-3-(4-methoxyphenyl)indole-2-carboxylate. To a solution of ethyl 3-(4-methoxyphenyl)indole-2-carboxylate (110 mg, 0.37 mmol) in HMPA (2 mL) stirred at ice bath temperature under an argon atmosphere was added NaH (14 mg of 80% oil dispersion, 0.46 mmol, oil removed by pentane wash). After 15 min a solution of piperonyl chloride (128 mg, 0.75 mmol) in HMPA (0.5 mL) was added and the ice bath removed. The reaction mixture was stirred 7 h at room temperature then pa... Reactants: CC[O-], CI, CCO, O=C(O)C(O)(c1ccccc1Cl)c1ccccc1Cl, [Na+], [Na], O. The product is COC(=O)C(O)(c1ccccc1Cl)c1ccccc1Cl. As a reaction SMILES: [CH3:21][CH2:22][O-:23].[CH3:25][I:26].[CH3:27][CH2:28][OH:29].[Cl:1][c:2]1[c:3]([C:4]([C:5](=[O:6])[OH:7])([OH:8])[c:9]2[c:10]([Cl:15])[cH:11][cH:12][cH:13][cH:14]2)[cH:16][cH:17][cH:18][cH:19]1.[Na+:20].[Na:24].[OH2:30]>>[Cl:1][c:2]1[c:3]([C:4]([C:5](=[O:6])[O:7][CH3:21])([OH:8])[c:9]2[c:10]([Cl:15])[cH:11][cH:12][cH:13][cH:14]2)[cH:16][cH:17][cH:18][cH:19]1. Starting materials: C(CC)C1=C(C=2N(C(=N1)C)N=C(N2)S)CC2=CC=C(C=C2)[N+](=O)[O-] (7-n-propyl-5-methyl-2-mercapto-8-(4-nitrobenzyl)-1,2,4-triazolo[1,5-c]pyrimidine), CI (methyl iodide). The solvent is C(C)N(CC)CC (triethylamine), C(Cl)(Cl)Cl (chloroform). Reaction conditions: time 2 hour. Product: C(CC)C1=C(C=2N(C(=N1)C)N=C(N2)SC)CC2=CC=C(C=C2)[N+](=O)[O-] (7-n-propyl-5-methyl-2-methylmercapto-8-(4-nitrobenzyl)-1,2,4triazolo[1,5-c]pyrimidine). RXN SMILES: [CH2:1]([C:4]1[N:9]=[C:8]([CH3:10])[N:7]2[N:11]=[C:12]([SH:14])[N:13]=[C:6]2[C:5]=1[CH2:15][C:16]1[CH:21]=[CH:20][C:19]([N+:22]([O-:24])=[O:23])=[CH:18][CH:17]=1)[CH2:2][CH3:3].[CH3:25]I>C(Cl)(Cl)Cl.C(N(CC)CC)C>[CH2:1]([C:4]1[N:9]=[C:8]([CH3:10])[N:7]2[N:11]=[C:12]([S:14][CH3:25])[N:13]=[C:6]2[C:5]=1[CH2:15][C:16]1[CH:21]=[CH:20][C:19]([N+:22]([O-:24])=[O:23])=[CH:18][CH:17]=1)[CH2:2][CH3:3]. Procedure: 5 g of 7-n-propyl-5-methyl-2-mercapto-8-(4-nitrobenzyl)-1,2,4-triazolo[1,5-c]pyrimidine, prepared in Example 37, are dissolved in 50 ml of chloroform and 2.2 ml of triethylamine. 1.5 ml of methyl iodide are added and the mixture is stirred at room temperature for 2 hours and then left overnight. The mixture is then washed with dilute sodium hydroxide solution and the organic phase is separated after settling has taken place, dried over magnesium sulphate and evaporated under vacuum to give a res... Reactants: [Br-], BrCCCCCCBr, CCCC[N+](CCCC)(CCCC)CCCC, CCCCCC, OCC(F)(F)CCc1ccccc1, [Na+], [OH-]. Product: FC(F)(CCc1ccccc1)COCCCCCCBr. RXN SMILES: [Br-:24].[Br:14][CH2:15][CH2:16][CH2:17][CH2:18][CH2:19][CH2:20][Br:21].[CH3:25][CH2:26][CH2:27][CH2:28][N+:29]([CH2:30][CH2:31][CH2:32][CH3:33])([CH2:34][CH2:35][CH2:36][CH3:37])[CH2:38][CH2:39][CH2:40][CH3:41].[CH3:42][CH2:43][CH2:44][CH2:45][CH2:46][CH3:47].[F:1][C:2]([CH2:3][OH:4])([CH2:5][CH2:6][c:7]1[cH:8][cH:9][cH:10][cH:11][cH:12]1)[F:13].[Na+:23].[OH-:22]>>[F:1][C:2]([CH2:3][O:4][CH2:20][CH2:19][CH2:18][CH2:17][CH2:16][CH2:15][Br:14])([CH2:5][CH2:6][c:7]1[cH:8][cH:9][cH:10][cH:11][cH:12]1)[F:13]. Reactants: C1(=CC=CC=C1)C=1N=C(OC1C1=CC=CC=C1)C1=C(CCC1)CC=1C=C(OCC(=O)OCC)C=CC1 (ethyl [3-[{2-(4,5-diphenyloxazol-2-yl)-1-cyclopenten-1-yl}methyl]phenoxy]acetate), C1(=CC=CC=C1)C=1N=C(OC1C1=CC=CC=C1)C=1C(CCC1)CC=1C=C(OCC(=O)OCC)C=CC1 (ethyl [3-[{2-(4,5-diphenyloxazol-2-yl)-2-cyclopenten-1-yl}methyl]phenoxy]acetate), C([O-])([O-])=O.[Na+].[Na+] (sodium carbonate), ClC1=CC(=CC=C1)C(=O)OO (m-chloroperbenzoic acid). Solvent: C(Cl)Cl (methylene chloride). Run at time 2 hour. Product: C1(=CC=CC=C1)C=1N=C(OC1C1=CC=CC=C1)C1C(CCC1)(O)CC=1C=C(OCC(=O)OCC)C=CC1 (ethyl [3-[{2-(4,5-diphenyloxazol-2-yl)-1-hydroxycyclopentan-1-yl}methyl]phenoxy]acetate). As a reaction SMILES: [C:1]1([C:7]2[N:8]=[C:9]([C:18]3[CH2:22][CH2:21][CH2:20][C:19]=3[CH2:23][C:24]3[CH:25]=[C:26]([CH:34]=[CH:35][CH:36]=3)[O:27][CH2:28][C:29]([O:31][CH2:32][CH3:33])=[O:30])[O:10][C:11]=2[C:12]2[CH:17]=[CH:16][CH:15]=[CH:14][CH:13]=2)[CH:6]=[CH:5][CH:4]=[CH:3][CH:2]=1.C1(C2N=C(C3C(CC4C=C(C=CC=4)OCC(OCC)=O)CCC=3)[O:46]C=2C2C=CC=CC=2)C=CC=CC=1.C(=O)([O-])[O-].[Na+].[Na+].ClC1C=CC=C(C(OO)=O)C=1>C(Cl)Cl>[C:1]1([C:7]2[N:8]=[C:9]([CH:18]3[CH2:22][CH2:21][CH2:20][C:19]3([CH2:23][C:24]3[CH:25]=[C:26]([CH:34]=[CH:35][CH:36]=3)[O:27][CH2:28][C:29]([O:31][CH2:32][CH3:33])=[O:30])[OH:46])[O:10][C:11]=2[C:12]2[CH:13]=[CH:14][CH:15]=[CH:16][CH:17]=2)[CH:2]=[CH:3][CH:4]=[CH:5][CH:6]=1 |f:2.3.4|. Reported procedure: To a solution of a mixture (300 mg) of ethyl [3-[{2-(4,5-diphenyloxazol-2-yl)-1-cyclopenten-1-yl}methyl]phenoxy]acetate and ethyl [3-[{2-(4,5-diphenyloxazol-2-yl)-2-cyclopenten-1-yl}methyl]phenoxy]acetate in methylene chloride (10 ml) were added sodium carbonate (100 mg) and m-chloroperbenzoic acid (200 mg) at 0° C. After being stirred for 2 hours, the reaction mixture was washed with water and brine and dried over magnesium sulfate. After the solvent was evaporated, the residue containing a mix... The reactants are ClC1=CC=C(CCNC(=O)C2=CC=C(OC3=C(C=C(C=C3)CC(=O)OCC)Br)C=C2)C=C1 (ethyl 2-(4-(4-((4-chlorophenethyl)carbamoyl)phenoxy)-3-bromophenyl)acetate), [Cl-].C[Zn+] (methylzinc chloride). Reaction SMILES: [Cl:1][C:2]1[CH:32]=[CH:31][C:5]([CH2:6][CH2:7][NH:8][C:9]([C:11]2[CH:30]=[CH:29][C:14]([O:15][C:16]3[CH:21]=[CH:20][C:19]([CH2:22][C:23]([O:25][CH2:26][CH3:27])=[O:24])=[CH:18][C:17]=3Br)=[CH:13][CH:12]=2)=[O:10])=[CH:4][CH:3]=1.[Cl-].[CH3:34][Zn+]>C1COCC1.CC(C)([P](C(C)(C)C)([Pd][P](C(C)(C)C)(C(C)(C)C)C(C)(C)C)C(C)(C)C)C>[Cl:1][C:2]1[CH:32]=[CH:31][C:5]([CH2:6][CH2:7][NH:8][C:9]([C:11]2[CH:30]=[CH:29][C:14]([O:15][C:16]3[CH:21]=[CH:20][C:19]([CH2:22][C:23]([O:25][CH2:26][CH3:27])=[O:24])=[CH:18][C:17]=3[CH3:34])=[CH:13][CH:12]=2)=[O:10])=[CH:4][CH:3]=1 |f:1.2,^1:43,49|. Reported procedure: Ethyl 2-(4-(4-((4-chlorophenethyl)carbamoyl)phenoxy)-3-bromophenyl)acetate (Example 46 step C; 30 mg, 0.058 mmol) was diluted with THF (1 mL) followed by the addition of bis(tri-t-butylphosphine)palladium (0) (3.0 mg, 0.0058 mmol) and methylzinc chloride (0.087 ml, 0.17 mmol). After stirring for 2 hours, the reaction was loaded directly onto a silica gel column, eluting with hexanes:ethyl acetate (3:1) to yield ethyl 2-(4-(4-((4-chlorophenethyl)carbamoyl)phenoxy)-3-methylphenyl)acetate (20 mg, 7... Reagents/catalysts: CC(C)([P](C(C)(C)C)([Pd][P](C(C)(C)C)(C(C)(C)C)C(C)(C)C)C(C)(C)C)C (bis(tri-t-butylphosphine)palladium). Product: ClC1=CC=C(CCNC(=O)C2=CC=C(OC3=C(C=C(C=C3)CC(=O)OCC)C)C=C2)C=C1 (ethyl 2-(4-(4-((4-chlorophenethyl)carbamoyl)phenoxy)-3-methylphenyl)acetate). Reaction conditions: time 2 hour. Yield: 76.3%. Solvent: C1CCOC1 (THF).